From a dataset of the Open Reaction Database (ORD), a public repository of structured organic reaction records. describe an organic reaction: reactants, conditions, products, and yield Reactants: CCOC(=O)C(=O)CC(=O)C=Cc1ccc(Cl)cc1, CO, O=S(=O)(O)O. Product: COC(=O)C(=O)CC(=O)C=Cc1ccc(Cl)cc1. RXN SMILES: [CH2:1]([CH3:2])[O:3][C:4]([C:5]([CH2:6][C:7]([CH:8]=[CH:9][c:10]1[cH:11][cH:12][c:13]([Cl:16])[cH:14][cH:15]1)=[O:17])=[O:18])=[O:19].[CH3:25][OH:26].[S:20](=[O:21])(=[O:22])([OH:23])[OH:24]>>[CH3:1][O:3][C:4]([C:5]([CH2:6][C:7]([CH:8]=[CH:9][c:10]1[cH:11][cH:12][c:13]([Cl:16])[cH:14][cH:15]1)=[O:17])=[O:18])=[O:19]. Starting materials: B, C1CCOC1, ClCCl, Cl, N#CCCCN1CCC(c2ccccc2)(c2ccccc2)CC1. Yields the product NCCCCN1CCC(c2ccccc2)(c2ccccc2)CC1. RXN SMILES: [BH3:24].[CH2:26]1[O:27][CH2:28][CH2:29][CH2:30]1.[Cl:31][CH2:32][Cl:33].[ClH:25].[c:1]1([C:7]2([c:18]3[cH:19][cH:20][cH:21][cH:22][cH:23]3)[CH2:8][CH2:9][N:10]([CH2:13][CH2:14][CH2:15][C:16]#[N:17])[CH2:11][CH2:12]2)[cH:2][cH:3][cH:4][cH:5][cH:6]1>>[c:1]1([C:7]2([c:18]3[cH:19][cH:20][cH:21][cH:22][cH:23]3)[CH2:8][CH2:9][N:10]([CH2:13][CH2:14][CH2:15][CH2:16][NH2:17])[CH2:11][CH2:12]2)[cH:2][cH:3][cH:4][cH:5][cH:6]1. Reactants: N(C(=N)N)C=1SC=C(N1)CSCCN (2-(2-guanidino-4-thiazolylmethylthio)ethylamine), ClC1=NC=CC=C1C(=O)O (2-chloropyridine-3-carboxylic acid). The solvent is O (water). The product is N(C(=N)N)C=1SC=C(N1)CSCCNC1=NC=CC=C1C(=O)O (2-[2-(2-guanidino-4-thiazolylmethylthio)ethyl]aminopyridine-3-carboxylic acid). The yield is 17.0%. Reaction SMILES: [NH:1]([C:5]1[S:6][CH:7]=[C:8]([CH2:10][S:11][CH2:12][CH2:13][NH2:14])[N:9]=1)[C:2]([NH2:4])=[NH:3].Cl[C:16]1[C:21]([C:22]([OH:24])=[O:23])=[CH:20][CH:19]=[CH:18][N:17]=1>O>[NH:1]([C:5]1[S:6][CH:7]=[C:8]([CH2:10][S:11][CH2:12][CH2:13][NH:14][C:16]2[C:21]([C:22]([OH:24])=[O:23])=[CH:20][CH:19]=[CH:18][N:17]=2)[N:9]=1)[C:2]([NH2:4])=[NH:3]. Procedure details: An intimate mixture of 2-(2-guanidino-4-thiazolylmethylthio)ethylamine (2.31 g; 0.010 moles) and 2-chloropyridine-3-carboxylic acid (1.58 g; 0.010 moles) was heated to 140° for 3 hours. After cooling the mixture, it was dissolved in hot water and the solution was filtered hot. On leaving the filtrate to stand, a solid mass deposited. This was filtered off and recrystallised from water to give 2-[2-(2-guanidino-4-thiazolylmethylthio)ethyl]aminopyridine-3-carboxylic acid (0.60 g) as a beige-colour... The reactants are CCCCCC1CCC(C=CCOc2ccc(C=O)cc2)CC1, CC(C)=O, O. Product: CCCCCC1CCC(C=CCOc2ccc(C(=O)O)cc2)CC1. Reaction SMILES: [CH2:1]([CH2:2][CH2:3][CH2:4][CH3:5])[CH:6]1[CH2:7][CH2:8][CH:9]([CH:12]=[CH:13][CH2:14][O:15][c:16]2[cH:17][cH:18][c:19]([CH:20]=[O:21])[cH:22][cH:23]2)[CH2:10][CH2:11]1.[CH3:25][C:26](=[O:27])[CH3:28].[OH2:24]>>[CH2:1]([CH2:2][CH2:3][CH2:4][CH3:5])[CH:6]1[CH2:7][CH2:8][CH:9]([CH:12]=[CH:13][CH2:14][O:15][c:16]2[cH:17][cH:18][c:19]([C:20](=[O:21])[OH:24])[cH:22][cH:23]2)[CH2:10][CH2:11]1. Starting materials: [Si](C)(C)(C(C)(C)C)OC[C@@H]1N([C@H](C2=CC=CC(=C2C1)CCC(C)(C)O)C)C(CC1=C(C=CC=C1Cl)Cl)=O (1-[(1S,3R)-3-({[tert-butyl(dimethyl)silyl]oxy}methyl)-5-(3-hydroxy-3-methylbutyl)-1-methyl-3,4-dihydroisoquinolin-2(1H)-yl]-2-(2,6-dichlorophenyl)ethanone), [F-].C(CCC)[N+](CCCC)(CCCC)CCCC (tetrabutylammonium fluoride). The solvent is C1CCOC1 (THF), hexanes. Run at time 40 minute. Product: ClC1=C(C(=CC=C1)Cl)CC(=O)N1[C@H](C2=CC=CC(=C2C[C@@H]1CO)CCC(C)(C)O)C (2-(2,6-dichlorophenyl)-1-[(1S,3R)-3-(hydroxymethyl)-5-(3-hydroxy-3-methylbutyl)-1-methyl-3,4-dihydroisoquinolin-2(1H)-yl]ethanone). Isolated yield 92.9%. As a reaction SMILES: [Si]([O:8][CH2:9][C@H:10]1[CH2:19][C:18]2[C:13](=[CH:14][CH:15]=[CH:16][C:17]=2[CH2:20][CH2:21][C:22]([OH:25])([CH3:24])[CH3:23])[C@H:12]([CH3:26])[N:11]1[C:27](=[O:37])[CH2:28][C:29]1[C:34]([Cl:35])=[CH:33][CH:32]=[CH:31][C:30]=1[Cl:36])(C(C)(C)C)(C)C.[F-].C([N+](CCCC)(CCCC)CCCC)CCC>C1COCC1>[Cl:36][C:30]1[CH:31]=[CH:32][CH:33]=[C:34]([Cl:35])[C:29]=1[CH2:28][C:27]([N:11]1[C@@H:10]([CH2:9][OH:8])[CH2:19][C:18]2[C:13](=[CH:14][CH:15]=[CH:16][C:17]=2[CH2:20][CH2:21][C:22]([OH:25])([CH3:23])[CH3:24])[C@@H:12]1[CH3:26])=[O:37] |f:1.2|. Procedure: Dissolve 1-[(1S,3R)-3-({[tert-butyl(dimethyl)silyl]oxy}methyl)-5-(3-hydroxy-3-methylbutyl)-1-methyl-3,4-dihydroisoquinolin-2(1H)-yl]-2-(2,6-dichlorophenyl)ethanone (0.16 g, 0.28 mmol) in THF (2.8 mL). Add tetrabutylammonium fluoride (0.30 mL, 0.30 mmol, 1M in THF). Stir 40 min. Add saturated ammonium chloride solution and extract with ethyl acetate. Combine the ethyl acetate extracts; wash with water and brine, dry over sodium sulfate, filter, and concentrate under reduced pressure to give a res... Reactants: racemic compound, [OH-].[Na+] (sodium hydroxide), NC(CC(=O)OCC)C1=CC=CC=C1 (ethyl rac-3-amino-3-phenylpropionate), O (water). Run in solvent, CC(=O)C (acetone). The product is N[C@@H](CC(=O)O)C1=CC=CC=C1 ((S)-3-amino-3-phenylpropionic acid). Reaction SMILES: [NH2:1][CH:2]([C:9]1[CH:14]=[CH:13][CH:12]=[CH:11][CH:10]=1)[CH2:3][C:4]([O:6]CC)=[O:5].O.[OH-].[Na+]>CC(C)=O>[NH2:1][C@H:2]([C:9]1[CH:14]=[CH:13][CH:12]=[CH:11][CH:10]=1)[CH2:3][C:4]([OH:6])=[O:5] |f:2.3|. Procedure details: 9.2 mmol of the racemic compound ethyl rac-3-amino-3-phenylpropionate (1.79 g) are taken up in 50 ml of a solvent mixture composed of 25 ml of water and 25 ml of acetone as organic solvent. The solution is set to a pH of 8.2 by means of automatic pH adjustment through adding 1 M sodium hydroxide solution (obtained from Merck). On reaching a reaction temperature of 20° C., 200 mg of lipase PS (Pseudomonas cepacia; obtained through Amano Enzymes, Inc.) are added to start the reaction. After a reac... The reactants are O1CCCC1 (tetrahydrofuran), NC1=CC=C(C#N)C=C1 (4-aminobenzonitrile), N1=CC=CC=C1 (pyridine), C(O)([O-])=O.[Na+] (sodium hydrogen carbonate). The reagents and catalysts are CN(C1=CC=NC=C1)C (4-dimethylaminopyridine). Run at time 4 hour. Yields the product C(#N)C1=CC=C(C=C1)NC(=O)C1=CC=C2CCC(CC2=C1)CC(=O)OC(C)(C)C (tert-butyl 7-[N-(4-cyanophenyl)carbamoyl]-1,2,3,4-tetrahydronaphthalene-2-acetate). As a reaction SMILES: [NH2:1][C:2]1[CH:9]=[CH:8][C:5]([C:6]#[N:7])=[CH:4][CH:3]=1.N1[CH:15]=[CH:14][CH:13]=[CH:12][CH:11]=1.[C:16](=[O:19])([O-])[OH:17].[Na+].[O:21]1[CH2:25][CH2:24][CH2:23][CH2:22]1>CN(C)C1C=CN=CC=1>[C:6]([C:5]1[CH:8]=[CH:9][C:2]([NH:1][C:25]([C:24]2[CH:3]=[C:2]3[C:11]([CH2:12][CH2:13][CH:14]([CH2:15][C:16]([O:17][C:5]([CH3:8])([CH3:6])[CH3:4])=[O:19])[CH2:9]3)=[CH:22][CH:23]=2)=[O:21])=[CH:3][CH:4]=1)#[N:7] |f:2.3|. Procedure details: In 5 ml of toluene, 0.7 g of the compound obtained in the step (5-6) and 1.5 ml of oxalyl chloride were dissolved and a drop of N,N-dimethylformamide was added. The mixture was stirred for an hour at room temperature. The solvent was distilled off under reduced pressure to obtain corresponding acid chloride. Acid chloride thus obtained was dissolved in 5 ml of tetrahydrofuran, and 0.35 g of 4-aminobenzonitrile, 1 ml of pyridine and 50 mg of 4-dimethylaminopyridine were added. The mixture was sti... Starting materials: ClC=1C=C(C=CC1)CCN ([2-(3-chlorophenyl)ethyl]amine), C(#CCCCCCCCCCC)C1=CC=C(C=O)C=C1 (4-dodec-1-ynylbenzaldehyde). The product is Cl.ClC=1C=C(C=CC1)CCNCC1=CC=C(C=C1)C#CCCCCCCCCCC (N-[2-(3-chlorophenyl)ethyl]-N-(4-dodec-1-ynylbenzyl)amine hydrochloride). Yield: 50.0%. RXN SMILES: [Cl:1][C:2]1[CH:3]=[C:4]([CH2:8][CH2:9][NH2:10])[CH:5]=[CH:6][CH:7]=1.[C:11]([C:23]1[CH:30]=[CH:29][C:26]([CH:27]=O)=[CH:25][CH:24]=1)#[C:12][CH2:13][CH2:14][CH2:15][CH2:16][CH2:17][CH2:18][CH2:19][CH2:20][CH2:21][CH3:22]>>[ClH:1].[Cl:1][C:2]1[CH:3]=[C:4]([CH2:8][CH2:9][NH:10][CH2:27][C:26]2[CH:29]=[CH:30][C:23]([C:11]#[C:12][CH2:13][CH2:14][CH2:15][CH2:16][CH2:17][CH2:18][CH2:19][CH2:20][CH2:21][CH3:22])=[CH:24][CH:25]=2)[CH:5]=[CH:6][CH:7]=1 |f:2.3|. Procedure details: The same procedure as employed in the preparation of Example 226 (step a) but using [2-(3-chlorophenyl)ethyl]amine and 4-dodec-1-ynylbenzaldehyde gave the title compound as a white powder (50%). 1H NMR (DMSO-dr, 300 MHz) δ 9.27 (br s, 1H), 7.51-7.24 (m, 8H), 4.15 (br s, 2H), 3.14 (br s, 2H), 2.98 (m, 2H), 1.99 (m, 2H), 1.55-1.40 (m, 16H), 0.85 (t, 3H, J=6.6 Hz). M−(LC/MS(ESI)): 411. HPLC (Condition A), Rt: 5.30 min (HPLC purity: 99.9%). Starting materials: C(CC)N(C1CC2=CC(=C(C=C2C1)C(=O)N)O)CCC (2-(Dipropylamino)-2,3-dihydro-6-hydroxy-1H-indene-5-carboxamide), BrCCCF (1-bromo-3-fluoropropane). Product: C(CC)N(C1CC2=CC(=C(C=C2C1)C(=O)N)OCCCF)CCC (2-(Dipropylamino)-6-(3-fluoropropoxy)-2,3-dihydro-1H-indene-5-carboxamide). Reaction SMILES: [CH2:1]([N:4]([CH2:18][CH2:19][CH3:20])[CH:5]1[CH2:13][C:12]2[C:7](=[CH:8][C:9]([OH:17])=[C:10]([C:14]([NH2:16])=[O:15])[CH:11]=2)[CH2:6]1)[CH2:2][CH3:3].Br[CH2:22][CH2:23][CH2:24][F:25]>>[CH2:18]([N:4]([CH2:1][CH2:2][CH3:3])[CH:5]1[CH2:13][C:12]2[C:7](=[CH:8][C:9]([O:17][CH2:22][CH2:23][CH2:24][F:25])=[C:10]([C:14]([NH2:16])=[O:15])[CH:11]=2)[CH2:6]1)[CH2:19][CH3:20]. Reported procedure: Using procedure 44, 2-(Dipropylamino)-2,3-dihydro-6-hydroxy-1H-indene-5-carboxamide (87, 0.19 g, 0.7 mmol) was treated with 1-bromo-3-fluoropropane (0.296 g, 2.1 mmol). Chromatographic purification yielded pure product 89 as a oil which was converted into the HCl salt and crystallized from EtOAc/MeOH to give a white solid (m.p. 219-220° C.).